This data is from the Open Reaction Database (ORD), a public repository of structured organic reaction records. The task is: describe an organic reaction: reactants, conditions, products, and yield Reactants: ice, O (water), ClC1=CC=C(C#N)C=C1 (4-chlorobenzonitrile), C([O-])([O-])=O.[K+].[K+] (potassium carbonate), C(CCCCCCCCCCC)S (1-dodecanethiol). The solvent is CN(C(C)=O)C (N,N-dimethylacetamide). Run at time 24 hour. Yields the product C(CCCCCCCCCCC)SC1=CC=C(C#N)C=C1 (4-(dodecyl-thio)benzonitrile). Yield: 96.0%. As a reaction SMILES: Cl[C:2]1[CH:9]=[CH:8][C:5]([C:6]#[N:7])=[CH:4][CH:3]=1.C(=O)([O-])[O-].[K+].[K+].[CH2:16]([SH:28])[CH2:17][CH2:18][CH2:19][CH2:20][CH2:21][CH2:22][CH2:23][CH2:24][CH2:25][CH2:26][CH3:27].O>CN(C)C(=O)C>[CH2:16]([S:28][C:2]1[CH:9]=[CH:8][C:5]([C:6]#[N:7])=[CH:4][CH:3]=1)[CH2:17][CH2:18][CH2:19][CH2:20][CH2:21][CH2:22][CH2:23][CH2:24][CH2:25][CH2:26][CH3:27] |f:1.2.3|. Reported procedure: A suspension consisting of 75.66 g (0.55 mol) of 4-chlorobenzonitrile, 106.42 g (0.77 mol) of potassium carbonate and 111.32 g (0.55 mol) of 1-dodecanethiol is heated, with stirring, under an inert gas atmosphere in 280 ml of N,N-dimethylacetamide to 130° C. and is then stirred at this temperature for 24 hours. After cooling the reaction mixture to room temperature, it is poured on a mixture of 700 g of ice and 750 ml of water. The mixture is filtered and the filter cake is washed with water. Th... The reactants are CC(C)OC(=O)/N=N/C(=O)OC(C)C (DIAD), FC1=C(C=CC=C1F)O (2,3-difluorophenol), C#CC(CCCCC)O (1-octyn-3-ol), C1(=CC=CC=C1)P(C1=CC=CC=C1)C1=CC=CC=C1 (triphenylphosphine). The solvent is C1CCOC1 (THF), C1CCOC1 (THF), CC(C)(C)OC (MTBE). Conditions: time 19 hour. Yields the product C(#C)C(CCCCC)OC1=C(C(=CC=C1)F)F (1-(1-ethynylhexyloxy)-2,3-difluorobenzene). As a reaction SMILES: [F:1][C:2]1[C:7]([F:8])=[CH:6][CH:5]=[CH:4][C:3]=1[OH:9].[CH:10]#[C:11][CH:12](O)[CH2:13][CH2:14][CH2:15][CH2:16][CH3:17].C1(P(C2C=CC=CC=2)C2C=CC=CC=2)C=CC=CC=1.CC(OC(/N=N/C(OC(C)C)=O)=O)C>C1COCC1.CC(OC)(C)C>[C:11]([CH:12]([O:9][C:3]1[CH:4]=[CH:5][CH:6]=[C:7]([F:8])[C:2]=1[F:1])[CH2:13][CH2:14][CH2:15][CH2:16][CH3:17])#[CH:10]. Procedure details: 2.4 g (0.33 mol) of 2,3-difluorophenol are initially introduced in 1.2 l of THF together with 50.0 ml (0.34 mol) of 1-octyn-3-ol and 94.1 g (0.36 mol) of triphenylphosphine, and a solution of 76.1 ml (0.39 mol) of DIAD in 100 ml of THF is added dropwise. After 19 h at RT, the batch is diluted with MTBE and washed with water. The aqueous phase is extracted with MTBE, and the combined organic phases are washed with saturated sodium chloride solution. The solution is dried using sodium sulfate and ... Starting materials: CC1(OB(OC1(C)C)C1=CC=C(COC2=C(C(=O)OC)C=CC=C2)C=C1)C (Methyl 2-((4-(4,4,5,5-tetramethyl-1,3,2-dioxaborolan-2-yl)benzyl)oxy)benzoate), C(=O)([O-])[O-].[K+].[K+] (K2CO3), OC1=C(N(C=CC1=O)C)C (3-hydroxy-1,2-dimethylpyridin-4(1H)-one), BrCC1=CC=C(C=C1)B1OC(C)(C)C(C)(C)O1 (4-bromomethylphenyl boronic acid pinacol ester). Solvent: C(C)#N (acetonitrile). Yields the product CN1C(=C(C(C=C1)=O)OCC1=CC=C(C=C1)B1OC(C(O1)(C)C)(C)C)C (1,2-Dimethyl-3-((4-(4,4,5,5-tetramethyl-1,3,2-dioxaborolan-2-yl)benzyl)oxy)pyridin-4(1H)-one). Yield: 50.0%. RXN SMILES: [CH3:1][C:2]1([CH3:27])[C:6]([CH3:8])([CH3:7])[O:5][B:4]([C:9]2[CH:26]=[CH:25][C:12]([CH2:13]OC3C=CC=CC=3C(OC)=O)=[CH:11][CH:10]=2)[O:3]1.[OH:28][C:29]1[C:34](=[O:35])[CH:33]=[CH:32][N:31]([CH3:36])[C:30]=1[CH3:37].BrCC1C=CC(B2OC(C)(C)C(C)(C)O2)=CC=1.C([O-])([O-])=O.[K+].[K+]>C(#N)C>[CH3:36][N:31]1[CH:32]=[CH:33][C:34](=[O:35])[C:29]([O:28][CH2:13][C:12]2[CH:11]=[CH:10][C:9]([B:4]3[O:3][C:2]([CH3:27])([CH3:1])[C:6]([CH3:8])([CH3:7])[O:5]3)=[CH:26][CH:25]=2)=[C:30]1[CH3:37] |f:3.4.5|. Procedure: The synthesis of B12 was accomplished following the procedure outlined for B1 using 3-hydroxy-1,2-dimethylpyridin-4(1H)-one (80 mg, 0.54 mmol), 4-bromomethylphenyl boronic acid pinacol ester (180 mg, 0.59 mmol), and K2CO3(223 mg, 1.6 mmol) in 8 mL of acetonitrile affording B12 in 50% yield (0.09 g, 0.26 mmol). 1HNMR (400 MHz, CDCl3) δ=7.70 (d, J=8.4 Hz, 2H), 7.36 (d, J=8.4 Hz, 2H), 7.11 (d, J=7.6 Hz, 1H), 6.27 (d, J=7.6 Hz, 1H), 5.18 (s, 2H), 3.44 (s, 3H), 2.02 (s, 3H), 1.29 (s, 12H). 13C NMR (1... Starting materials: octanols, C1(=CC=C(C=C1)S(=O)(=O)O)C (p-toluenesulfonic acid), C=1(C(=CC=CC1)C)C (xylene), C1(=CC=CC=C1)SC1=CC=2C(=NN(N2)C=2C=C(CCC(=O)O)C=C(C2O)C(C)(C)C)C=C1 (3-(5-phenylthio-2H-benzotriazol-2-yl)-5-tert-butyl-4-hydroxyhydrocinnamic acid). The solvent is C(C)(=O)OCC (ethyl acetate). Product: C1(=CC=CC=C1)SC1=CC=2C(=NN(N2)C2=C(C(=CC(=C2)CCC(=O)OCCCCCCCC)C(C)(C)C)O)C=C1 (5-Phenylthio-2-[2-hydroxy-3-tert-butyl-5-(β-octyloxycarbonylethyl)phenyl]-2H-benzotriazole). Isolated yield 96.0%. RXN SMILES: [C:1]1([S:7][C:8]2[CH:32]=[CH:31][C:11]3=[N:12][N:13]([C:15]4[CH:16]=[C:17]([CH:23]=[C:24]([C:27]([CH3:30])([CH3:29])[CH3:28])[C:25]=4[OH:26])[CH2:18][CH2:19][C:20]([OH:22])=[O:21])[N:14]=[C:10]3[CH:9]=2)[CH:6]=[CH:5][CH:4]=[CH:3][CH:2]=1.C1(C)C=CC(S(O)(=O)=O)=CC=1.[C:44]1([CH3:51])[C:45]([CH3:50])=[CH:46][CH:47]=[CH:48][CH:49]=1>C(OCC)(=O)C>[C:1]1([S:7][C:8]2[CH:32]=[CH:31][C:11]3=[N:12][N:13]([C:15]4[CH:16]=[C:17]([CH2:18][CH2:19][C:20]([O:22][CH2:50][CH2:45][CH2:46][CH2:47][CH2:48][CH2:49][CH2:44][CH3:51])=[O:21])[CH:23]=[C:24]([C:27]([CH3:29])([CH3:28])[CH3:30])[C:25]=4[OH:26])[N:14]=[C:10]3[CH:9]=2)[CH:6]=[CH:5][CH:4]=[CH:3][CH:2]=1. Procedure details: Likewise, to a 250 mL round-bottomed flask equipped with a magnetic stirrer, nitrogen inlet, condenser, and a Dean-Stark trap are charged 4.3 g (0.0096 mol) of 3-(5-phenylthio-2H-benzotriazol-2-yl)-5-tert-butyl-4-hydroxyhydrocinnamic acid, 3.4 g (0.026 mol) of Exxel 8, an isomeric mixture of octanols available from Exxon Chemicals, 70 mg of p-toluenesulfonic acid, and 20 mL of xylene. The mixture is refluxed 3.5 hours, is cooled to room temperature, and a portion of ethyl acetate is added. The s... The reactants are COCc1oc(Br)cc1C(=O)OC, COCCOC, [Na+], [Na+], O=C([O-])[O-], O, OB(O)c1ccc(F)cc1, c1ccc(P(c2ccccc2)(c2ccccc2)[Pd](P(c2ccccc2)(c2ccccc2)c2ccccc2)(P(c2ccccc2)(c2ccccc2)c2ccccc2)P(c2ccccc2)(c2ccccc2)c2ccccc2)cc1. Product: COCc1oc(-c2ccc(F)cc2)cc1C(=O)OC. RXN SMILES: [Br:1][c:2]1[cH:3][c:4]([C:10](=[O:11])[O:12][CH3:13])[c:5]([CH2:7][O:8][CH3:9])[o:6]1.[CH3:30][O:31][CH2:32][CH2:33][O:34][CH3:35].[Na+:24].[Na+:25].[O-:26][C:27](=[O:28])[O-:29].[OH2:113].[OH:14][B:15]([OH:16])[c:17]1[cH:18][cH:19][c:20]([F:21])[cH:22][cH:23]1.[cH:36]1[cH:37][cH:38][c:39]([P:40]([Pd:41]([P:42]([c:43]2[cH:44][cH:45][cH:46][cH:47][cH:48]2)([c:49]2[cH:50][cH:51][cH:52][cH:53][cH:54]2)[c:55]2[cH:56][cH:57][cH:58][cH:59][cH:60]2)([P:61]([c:62]2[cH:63][cH:64][cH:65][cH:66][cH:67]2)([c:68]2[cH:69][cH:70][cH:71][cH:72][cH:73]2)[c:74]2[cH:75][cH:76][cH:77][cH:78][cH:79]2)[P:80]([c:81]2[cH:82][cH:83][cH:84][cH:85][cH:86]2)([c:87]2[cH:88][cH:89][cH:90][cH:91][cH:92]2)[c:93]2[cH:94][cH:95][cH:96][cH:97][cH:98]2)([c:99]2[cH:100][cH:101][cH:102][cH:103][cH:104]2)[c:105]2[cH:106][cH:107][cH:108][cH:109][cH:110]2)[cH:111][cH:112]1>>[c:2]1(-[c:17]2[cH:18][cH:19][c:20]([F:21])[cH:22][cH:23]2)[cH:3][c:4]([C:10](=[O:11])[O:12][CH3:13])[c:5]([CH2:7][O:8][CH3:9])[o:6]1. The reactants are Cl (HCl), Leu-Hph, C1(=CC=C(C=C1)S(=O)(=O)O)C.C(C1=CC=CC=C1)OC([C@@H](N)CC(C)C)=O (leucine benzyl ester p-toluenesulfonate), 4-morpholine chloride, N1(CCOCC1)C(=O)C(C[C@H](N)C(=O)N[C@H](/C=C/S(=O)(=O)C1=CC=CC=C1)CCC1=CC=CC=C1)(C)C ((S)-(E)-3-(4-morpholine-carbonylleucyl) amino-5-phenyl-1-phenylsulfonyl-1-pentene), Leu-HphVSPh, Phe-HphVSPh, NC(=O)N.N1CCOCC1.N[C@@H](CC(C)C)C(=O)O (leucine morpholine urea). The solvent is C(C)N(CC)CC (triethylamine). Product: N[C@@H](CC(C)C)C(=O)O (LeuOH), N[C@@H](CC(C)C)C(=O)OCC1=CC=CC=C1 (LeuOBzl). Reaction SMILES: N1(C(C(C)(C)C[C@@H](C(N[C@@H](CCC2C=CC=CC=2)/C=C/S(C2C=CC=CC=2)(=O)=O)=O)N)=O)CCOCC1.Cl.NC(N)=O.N1CCOCC1.[NH2:49][C@H:50]([C:55]([OH:57])=[O:56])[CH2:51][CH:52]([CH3:54])[CH3:53].C1(C)C=CC(S(O)(=O)=O)=CC=1.[CH2:69]([O:76][C:77](=[O:84])[C@H:78]([CH2:80][CH:81]([CH3:83])[CH3:82])[NH2:79])[C:70]1[CH:75]=[CH:74][CH:73]=[CH:72][CH:71]=1>C(N(CC)CC)C>[NH2:49][C@H:50]([C:55]([OH:57])=[O:56])[CH2:51][CH:52]([CH3:54])[CH3:53].[NH2:79][C@H:78]([C:77]([O:76][CH2:69][C:70]1[CH:75]=[CH:74][CH:73]=[CH:72][CH:71]=1)=[O:84])[CH2:80][CH:81]([CH3:83])[CH3:82] |f:2.3.4,5.6|. Procedure: Synthesis of (S)-(E)-3-(4-morpholine-carbonylleucyl) amino-5-phenyl-1-phenylsulfonyl-1-pentene, abbreviated Mu-Leu-HphVSPh, was as follows. Preparation of Mu-Leu-Hph was achieved by coupling of HCl.HphVSPh (described in the preparation of Mu-Phe-HphVSPh) with leucine morpholine urea (Mu-LeuOH). Mu-LeuOH was prepared in two steps, namely by treating the leucine benzyl ester p-toluenesulfonate (Bachem) with 4-morpholine chloride (Aldrich) in the presence of triethylamine (Aldrich) to give Mu-LeuOB...